This data is from the Open Reaction Database (ORD), a public repository of structured organic reaction records. The task is: describe an organic reaction: reactants, conditions, products, and yield Yields the product CC1(Cc2cccc(I)c2)NC(=O)NC1=O. RXN SMILES: [C:19](=[O:20])([O-:21])[O-:22].[CH3:25][S:26](=[O:27])[CH3:28].[CH3:29][CH2:30][O:31][C:32]([CH3:33])=[O:34].[K+:23].[K+:24].[NH2:1][C:2](=[O:3])[NH:4][C:5]([CH2:6][c:7]1[cH:8][c:9]([I:13])[cH:10][cH:11][cH:12]1)([C:14](=[O:15])[O:16][CH3:17])[CH3:18]>>[NH:1]1[C:2](=[O:3])[NH:4][C:5]([CH2:6][c:7]2[cH:8][c:9]([I:13])[cH:10][cH:11][cH:12]2)([CH3:18])[C:14]1=[O:15]. Starting materials: O=C([O-])[O-], CS(C)=O, CCOC(C)=O, [K+], [K+], COC(=O)C(C)(Cc1cccc(I)c1)NC(N)=O. Starting materials: C(C)P(OCCCC)(=O)CCOCC (butyl ethyl(2-ethoxyethyl)phosphinate), Cl (hydrochloric acid). Conditions: temperature 90 celsius. Yields the product C(C)P(O)(=O)CCOCC (ethyl-(2-ethoxyethyl)phosphinic acid). Isolated yield 93.9%. Reaction SMILES: [CH2:1]([P:3]([CH2:10][CH2:11][O:12][CH2:13][CH3:14])(=[O:9])[O:4]CCCC)[CH3:2].Cl>>[CH2:1]([P:3]([CH2:10][CH2:11][O:12][CH2:13][CH3:14])(=[O:4])[OH:9])[CH3:2]. Reported procedure: In a stirred apparatus, 222 g (1 mol) of butyl ethyl(2-ethoxyethyl)phosphinate (produced as in Example 7) are dissolved in 200 ml (2 mol) of concentrated hydrochloric acid. The efficiently stirred mixture is heated to about 90° C. and reacted at that temperature for about 8 hours. The water is then completely distilled off in vacuo. The residue is taken up in acetic acid and extracted. The solvent of the filtrate is removed in vacuo to obtain 156 g (94% of theory) of ethyl-(2-ethoxyethyl)phosphi... Product: Grignard reagent, FC1=C(C=CC=C1)C(C=1SC=CC1C(O)C1CCN(CC1)C)OC(C)OCC (α-[2-[2-fluorophenyl(1-(ethoxy)ethoxy)methyl]-3-thienyl]-1-methyl-4-piperidinemethanol). As a reaction SMILES: [F:1][C:2]1[CH:7]=[CH:6][CH:5]=[CH:4][C:3]=1[CH:8]([O:16][CH:17]([O:19][CH2:20][CH3:21])[CH3:18])[C:9]1[S:10][CH:11]=[CH:12][C:13]=1[CH:14]=[O:15].[CH3:22][N:23]1[CH2:28][CH2:27][CH:26]([Mg]Cl)[CH2:25][CH2:24]1.CN1CCC(Cl)CC1.[Cl-].[NH4+]>CCOCC.O1CCCC1>[F:1][C:2]1[CH:7]=[CH:6][CH:5]=[CH:4][C:3]=1[CH:8]([O:16][CH:17]([O:19][CH2:20][CH3:21])[CH3:18])[C:9]1[S:10][CH:11]=[CH:12][C:13]=1[CH:14]([CH:26]1[CH2:27][CH2:28][N:23]([CH3:22])[CH2:24][CH2:25]1)[OH:15] |f:3.4|. Isolated yield 20.0%. Procedure details: To a stirred solution of the 2-[(2-fluorophenyl)(1-(ethoxy)ethoxy)methyl]-3-thiophenecarboxaldehyde and tetrahydrofuran (400 ml), cooled to -78° C. under nitrogen, was added, via syringe, N-methyl-4-piperidinylmagnesium chloride over 1.5 hrs. (the Grignard reagent was prepared from N-methyl-4-chloropiperidine (29.4 g) according to the procedure of J. T. Strupczewski, et al., et al., J. Med. Chem., 28, 761 (1985), followed by dilution with tetrahydrofuran (45 ml)). The solution was allowed to war... The reactants are [Cl-].[NH4+] (ammonium chloride), CN1CCC(CC1)Cl (N-methyl-4-chloropiperidine), CN1CCC(CC1)[Mg]Cl (N-methyl-4-piperidinylmagnesium chloride), FC1=C(C=CC=C1)C(C=1SC=CC1C=O)OC(C)OCC (2-[(2-fluorophenyl)(1-(ethoxy)ethoxy)methyl]-3-thiophenecarboxaldehyde). Run at temperature -20 celsius. The solvent is CCOCC (ether), O1CCCC1 (tetrahydrofuran), O1CCCC1 (tetrahydrofuran). The reactants are C(C)(C)(C)OC(=O)NC(CCOC(CCCCCCC\C=C/CCCCCCCC)=O)OC(CCCCCCC\C=C/CCCCCCCC)=O (N-tert.-butyloxycarbonyl-1,3-dioleoyloxy-propylamine), C(=O)(C(F)(F)F)O (TFA). Solvent: C(Cl)Cl (CH2Cl2), C(Cl)Cl (CH2Cl2). Reaction conditions: time 30 minute. Product: C(CCCCCCC\C=C/CCCCCCCC)(=O)OC(CCOC(CCCCCCC\C=C/CCCCCCCC)=O)N (1,3-dioleoyloxy-propylamine). RXN SMILES: C(OC([NH:8][CH:9]([O:32][C:33](=[O:51])[CH2:34][CH2:35][CH2:36][CH2:37][CH2:38][CH2:39][CH2:40]/[CH:41]=[CH:42]\[CH2:43][CH2:44][CH2:45][CH2:46][CH2:47][CH2:48][CH2:49][CH3:50])[CH2:10][CH2:11][O:12][C:13](=[O:31])[CH2:14][CH2:15][CH2:16][CH2:17][CH2:18][CH2:19][CH2:20]/[CH:21]=[CH:22]\[CH2:23][CH2:24][CH2:25][CH2:26][CH2:27][CH2:28][CH2:29][CH3:30])=O)(C)(C)C.C(O)(C(F)(F)F)=O>C(Cl)Cl>[C:33]([O:32][CH:9]([NH2:8])[CH2:10][CH2:11][O:12][C:13](=[O:31])[CH2:14][CH2:15][CH2:16][CH2:17][CH2:18][CH2:19][CH2:20]/[CH:21]=[CH:22]\[CH2:23][CH2:24][CH2:25][CH2:26][CH2:27][CH2:28][CH2:29][CH3:30])(=[O:51])[CH2:34][CH2:35][CH2:36][CH2:37][CH2:38][CH2:39][CH2:40]/[CH:41]=[CH:42]\[CH2:43][CH2:44][CH2:45][CH2:46][CH2:47][CH2:48][CH2:49][CH3:50]. Procedure details: 720 mg (1 mmol) 8, dissolved in 3 ml abs. CH2Cl2 was placed in a round-bottom flask and 1 ml (13.06 mmol) TFA was added. After stirring for 30 min. at room temperature the reaction mixture was diluted with 50 ml CH2Cl2, washed with saturated NaHCO3 solution and dried over Na2SO4. After removing the solvent 589 mg (95%) of a colourless oil was obtained. Reactants: COC(=O)c1ccc(B2OC(C)(C)C(C)(C)O2)c(C)c1, ClC(Cl)(Cl)Cl, CC(C)(C#N)N=NC(C)(C)C#N, O=C1CCC(=O)N1Br. Product: COC(=O)c1ccc(B2OC(C)(C)C(C)(C)O2)c(CBr)c1. Reaction SMILES: [CH3:1][O:2][C:3]([c:4]1[cH:5][c:6]([CH3:19])[c:7]([B:10]2[O:11][C:12]([CH3:17])([CH3:18])[C:13]([CH3:15])([CH3:16])[O:14]2)[cH:8][cH:9]1)=[O:20].[Cl:41][C:42]([Cl:43])([Cl:44])[Cl:45].[N:29]#[C:30][C:31]([N:32]=[N:33][C:34]([C:35]#[N:36])([CH3:37])[CH3:38])([CH3:39])[CH3:40].[O:21]=[C:22]1[N:23]([Br:28])[C:24](=[O:25])[CH2:26][CH2:27]1>>[CH3:1][O:2][C:3]([c:4]1[cH:5][c:6]([CH2:19][Br:28])[c:7]([B:10]2[O:11][C:12]([CH3:17])([CH3:18])[C:13]([CH3:15])([CH3:16])[O:14]2)[cH:8][cH:9]1)=[O:20]. Run in [N+](=O)([O-])C1=CC=CC=C1 (nitrobenzene), C(Cl)Cl (CH2Cl2), C(=S)=S (carbon disulphide), [N+](=O)([O-])C1=CC=CC=C1 (nitrobenzene). The product is CC1(OC2=C(C(C1)=O)C=C1C(=C2)CC(C1)C(=O)O)C (2,2-Dimethyl-4-oxo-2,3,7,8-tetrahydro-7-carboxy-6H-cyclopenta-[g]-1-benzopyran). Reaction conditions: temperature 90 celsius. Reaction SMILES: [OH:1][C:2]1[CH:3]=[C:4]2[C:8](=[CH:9][CH:10]=1)[CH2:7][CH:6]([C:11]([OH:13])=[O:12])[CH2:5]2.[Cl-].[Cl-].[Cl-].[Al+3].[CH3:18][C:19]([CH3:24])=[CH:20][C:21](Cl)=[O:22].Cl>[N+](C1C=CC=CC=1)([O-])=O.C(Cl)Cl.C(=S)=S>[CH3:18][C:19]1([CH3:24])[CH2:20][C:21](=[O:22])[C:10]2[CH:9]=[C:8]3[CH2:7][CH:6]([C:11]([OH:13])=[O:12])[CH2:5][C:4]3=[CH:3][C:2]=2[O:1]1 |f:1.2.3.4|. Starting materials: CC(=CC(=O)Cl)C (dimethylacryloyl chloride), [Cl-].[Cl-].[Cl-].[Al+3] (aluminum trichloride), OC=1C=C2CC(CC2=CC1)C(=O)O (5-hydroxy-indan-2-carboxylic acid), Cl (hydrochloric acid), ice. Procedure details: 9.8 g (5.5 mmol) of 5-hydroxy-indan-2-carboxylic acid are dissolved in 20 ml of nitrobenzene and 20 ml of carbon disulphide and 16.12 g (121 mmol) of aluminum trichloride are added in portions. 7.8 g (66 mmol) of dimethylacryloyl chloride in 20 ml of nitrobenzene are then added dropwise and the mixture is heated to 90° C. for 3 h. After cooling, 40 ml of concentrated hydrochloric acid and 40 g of ice are added and the mixture is shaken twice with 100 ml of CH2Cl2 each time. The combined CH2Cl2 p... Starting materials: C(C(C)C)C1=CC(=C(S1)S(=O)(=O)NC(C)(C)C)B(O)O (5-iso-Butyl-2-(N-tert-butylaminosulfonyl)thiophene-3-boronic acid), BrC=1C=C(C=O)C=CC1 (3-bromobenzaldehyde), C([O-])([O-])=O.[K+].[K+] (potassium carbonate), C1(=CC=CC=C1)P(C1=CC=CC=C1)C1=CC=CC=C1 (triphenylphosphine). The reagents and catalysts are C(C)(=O)[O-].[Pd+2].C(C)(=O)[O-] (Palladium acetate). Solvent: COCCOC (DME), O (water), C(C)O (ethanol), COCCOC (DME), C(C)(=O)OCC (ethyl acetate), [OH-].[Na+] (NaOH). Conditions: time 20 hour. The product is C(=O)C=1C=C(C=CC1)C1=C(SC(=C1)CC(C)C)S(=O)(=O)NC(C)(C)C (3-(3-Formylphenyl)-5-iso-butyl-N-tert-butylthiophene-2-sulfonamide). Isolated yield 82.0%. RXN SMILES: C1(P(C2C=CC=CC=2)C2C=CC=CC=2)C=CC=CC=1.[CH2:20]([C:24]1[S:28][C:27]([S:29]([NH:32][C:33]([CH3:36])([CH3:35])[CH3:34])(=[O:31])=[O:30])=[C:26](B(O)O)[CH:25]=1)[CH:21]([CH3:23])[CH3:22].Br[C:41]1[CH:42]=[C:43]([CH:46]=[CH:47][CH:48]=1)[CH:44]=[O:45].C(=O)([O-])[O-].[K+].[K+]>COCCOC.[OH-].[Na+].C([O-])(=O)C.[Pd+2].C([O-])(=O)C.C(OCC)(=O)C.O.C(O)C>[CH:44]([C:43]1[CH:42]=[C:41]([C:26]2[CH:25]=[C:24]([CH2:20][CH:21]([CH3:23])[CH3:22])[S:28][C:27]=2[S:29]([NH:32][C:33]([CH3:36])([CH3:35])[CH3:34])(=[O:31])=[O:30])[CH:48]=[CH:47][CH:46]=1)=[O:45] |f:3.4.5,7.8,9.10.11|. Reported procedure: Palladium acetate (84.6 mg, 0.38 mmol) and triphenylphosphine (0.40 g, 1.52 mmol) in DME (5 mL) were stirred for 30 min under N2(g). The catalyst was then transferred into a nitrogen-flushed mixture of 5-iso-butyl-2-(N-tert-butylaminosulfonyl)thiophene-3-boronic acid (4.0 g, 12.56 mmol, see step (c) above), 3-bromobenzaldehyde (2.96 g, 25.12 mmol) and potassium carbonate (5.21 g, 37.7 mmol) in a solvent mixture of DME (28 mL), ethanol (8 mL), and water (12 mL). After stirring for 20 h at reflux ... Starting materials: C(C=C)C=1C(=C2C=C(C(NC2=C(C1)C)=O)C(C)C)O (6-Allyl-5-hydroxy-3-isopropyl-8-methylcarbostyril), BrN1C(CCC1=O)=O (N-bromosuccinimide). Solvent: C(Cl)(Cl)Cl (chloroform). Reaction conditions: temperature 75 celsius, time 90 minute. The product is BrCC1=CC=2C(=C3C=C(C(NC3=C(C2)C)=O)C(C)C)O1 (2-Bromomethyl-8-isopropyl-5-methyl-6,7-dihydrofuro[2,3-f]quinoline-7-one). The yield is 109.3%. As a reaction SMILES: [CH2:1]([C:4]1[C:5]([OH:19])=[C:6]2[C:11](=[C:12]([CH3:14])[CH:13]=1)[NH:10][C:9](=[O:15])[C:8]([CH:16]([CH3:18])[CH3:17])=[CH:7]2)[CH:2]=[CH2:3].[Br:20]N1C(=O)CCC1=O>C(Cl)(Cl)Cl>[Br:20][CH2:3][C:2]1[O:19][C:5]2=[C:6]3[C:11](=[C:12]([CH3:14])[CH:13]=[C:4]2[CH:1]=1)[NH:10][C:9](=[O:15])[C:8]([CH:16]([CH3:17])[CH3:18])=[CH:7]3. Reported procedure: 6-Allyl-5-hydroxy-3-isopropyl-8-methylcarbostyril (1.50 g, 5.34 mmol) was dissolved in chloroform (100 ml). N-bromosuccinimide (1.10 g, 6.18 mmol) was added to the solution, and the mixture was stirred at 75° C. for 90 minutes. The reaction mixture was extracted from chloroform-water, and the organic phase was washed with saturated aqueous NaCl solution, dried, and condensed under reduced pressure. The residue was recrystallized from chloroform -ethyl acetate-ether to obtain 1.95 g of the title ... Starting materials: NC=1N=NC(=C(N1)C1=CC=CC=C1)C=1C=CC(=C(C1)NC(C)=O)OC (N-[5-(3-amino-5-phenyl-1,2,4-triazin-6-yl)-2-methoxyphenyl]acetamide), O (water), COC (methyl ether). Run in C(Cl)Cl (DCM). Reaction conditions: temperature -78 celsius, time 16 hour. The product is NC=1N=NC(=C(N1)C1=CC=CC=C1)C=1C=CC(=C(C1)NC(C)=O)O (N-[5-(3-amino-5-phenyl-1,2,4-triazin-6-yl)-2-hydroxyphenyl]acetamide), compound. The yield is 85.0%. RXN SMILES: [NH2:1][C:2]1[N:3]=[N:4][C:5]([C:14]2[CH:15]=[CH:16][C:17]([O:24]C)=[C:18]([NH:20][C:21](=[O:23])[CH3:22])[CH:19]=2)=[C:6]([C:8]2[CH:13]=[CH:12][CH:11]=[CH:10][CH:9]=2)[N:7]=1.COC.O>C(Cl)Cl>[NH2:1][C:2]1[N:3]=[N:4][C:5]([C:14]2[CH:15]=[CH:16][C:17]([OH:24])=[C:18]([NH:20][C:21](=[O:23])[CH3:22])[CH:19]=2)=[C:6]([C:8]2[CH:9]=[CH:10][CH:11]=[CH:12][CH:13]=2)[N:7]=1. Reported procedure: N-[5-(3-amino-5-phenyl-1,2,4-triazin-6-yl)-2-hydroxyphenyl]acetamide was prepared by O-demethylation of N-[5-(3-amino-5-phenyl-1,2,4-triazin-6-yl)-2-methoxyphenyl]acetamide (0.05 g, 0.15 mmol; vide supra). The methyl ether was dissolved in DCM (5 mL), cooled to −78° C. and treated with borontribromide (5.25 mmol, 1.32 g). The resulting mixture was gradually warmed to RT then stirred at this temperature for a further 16 hours. The mixture was poured into water (15 mL) and extracted with DCM (3×15... Reactants: [N+](=O)([O-])C=1C=NN(C1)C[C@@H](CO)O ((S)-3-(4-Nitro-pyrazol-1-yl)-propane-1,2-diol). Reagents/catalysts: [Pd] (Pd/C). Run in CO (MeOH), CO (methanol). The product is NC=1C=NN(C1)C[C@@H](CO)O ((S)-3-(4-Amino-pyrazol-1-yl)-propane-1,2-diol). RXN SMILES: [N+:1]([C:4]1[CH:5]=[N:6][N:7]([CH2:9][C@H:10]([OH:13])[CH2:11][OH:12])[CH:8]=1)([O-])=O>CO.[Pd]>[NH2:1][C:4]1[CH:5]=[N:6][N:7]([CH2:9][C@H:10]([OH:13])[CH2:11][OH:12])[CH:8]=1. Procedure details: (S)-3-(4-Nitro-pyrazol-1-yl)-propane-1,2-diol (29) (180 mg, 10 mmol), and 10% Pd/C (116 mg) in methanol (20 mL) were stirred under hydrogen for at atmospheric pressure and room temperature for 48 h. The reaction mixture was subsequently filtered through celite and concentrated to give A3-2 (160 mg, 100%); LCMS, Rt=0.28 min (MeOH-FA method), m/z 158 (MH+).